Dataset: the Open Reaction Database (ORD), a public repository of structured organic reaction records. Task: describe an organic reaction: reactants, conditions, products, and yield The reactants are Cl.N[C@@H]1CC[C@H](CC1)O (trans-4-aminocyclohexanol hydrochloride), C[O-].[Na+] (sodium methylate), FC(C(=O)OCC)(F)F (ethyl trifluoroacetate). The solvent is O1CCOCC1 (dioxane). The product is FC(C(=O)N[C@@H]1CC[C@H](CC1)O)(F)F (2,2,2-Trifluoro-N-(trans-4-hydroxy-cyclohexyl)-acetamide). RXN SMILES: Cl.[NH2:2][C@H:3]1[CH2:8][CH2:7][C@H:6]([OH:9])[CH2:5][CH2:4]1.C[O-].[Na+].[F:13][C:14]([F:21])([F:20])[C:15](OCC)=[O:16]>O1CCOCC1>[F:13][C:14]([F:21])([F:20])[C:15]([NH:2][C@H:3]1[CH2:8][CH2:7][C@H:6]([OH:9])[CH2:5][CH2:4]1)=[O:16] |f:0.1,2.3|. Procedure details: 25 g of trans-4-aminocyclohexanol hydrochloride were suspended in 250 mL of dry dioxane and 30 mL of sodium methylate solution (30% in methanol, 1 equivalent) were added. 39.3 mL of ethyl trifluoroacetate were added and the reaction mixture was allowed to stir until the reaction was complete. The reaction mixture was evaporated, taken up in 50 mL of 0.1 N HCl and extracted several times with dichloromethane:isopropanol 3:1. The combined organic layer was extracted once with 0.1 N HCl and brine, ... The reactants are C(C1=CC=CC=C1)OC(=O)N[C@H](C(=O)O)CC(C)(C)C (2(S)-benzyloxycarbonylamino-4,4-dimethylpentanoic acid), [I-].[Na+] (sodium iodide), CC1(COC1)COS(=O)(=O)C1=CC=C(C=C1)C (Toluene-4-sulfonic acid 3-methyloxetan-3-ylmethyl ester), C([O-])([O-])=O.[Cs+].[Cs+] (cesium carbonate). Run in C(C)(=O)OCC (ethyl acetate), O (water), CN(C)C=O (DMF). Run at time 8 hour. The product is CC1(COC1)COC([C@H](CC(C)(C)C)NC(=O)OCC1=CC=CC=C1)=O (2(S)-benzyloxycarbonylamino-4,4-dimethylpentanoic acid 3-methyloxetan-3-ylmethyl ester). The yield is 89.6%. RXN SMILES: [CH3:1][C:2]1([CH2:6]OS(C2C=CC(C)=CC=2)(=O)=O)[CH2:5][O:4][CH2:3]1.C(=O)([O-])[O-].[Cs+].[Cs+].[CH2:24]([O:31][C:32]([NH:34][C@@H:35]([CH2:39][C:40]([CH3:43])([CH3:42])[CH3:41])[C:36]([OH:38])=[O:37])=[O:33])[C:25]1[CH:30]=[CH:29][CH:28]=[CH:27][CH:26]=1.[I-].[Na+]>O.CN(C=O)C.C(OCC)(=O)C>[CH3:1][C:2]1([CH2:6][O:37][C:36](=[O:38])[C@@H:35]([NH:34][C:32]([O:31][CH2:24][C:25]2[CH:26]=[CH:27][CH:28]=[CH:29][CH:30]=2)=[O:33])[CH2:39][C:40]([CH3:43])([CH3:42])[CH3:41])[CH2:5][O:4][CH2:3]1 |f:1.2.3,5.6|. Reported procedure: Toluene-4-sulfonic acid 3-methyloxetan-3-ylmethyl ester (18.6 g, 66 mmol) was added to a solution of cesium carbonate (13.04 g, 39 mmol) in water (15 ml) and stirred until the solution became clear. The solution was lyophilized overnight to give flaky white solid. The solid was dissolved in DMF (50 ml) and 2(S)-benzyloxycarbonylamino-4,4-dimethylpentanoic acid (15.99 g, 66 mmol) and sodium iodide (2 g, 13.2 mmol) were added. After 48 h, the solution was diluted with 500 ml of ethyl acetate, wash... Starting materials: C1CCOC1, Cc1cc(-c2nnn(C)n2)cc(C)c1O, CCOC(=O)N=NC(=O)OCC, O, OCCCBr, c1ccc(P(c2ccccc2)c2ccccc2)cc1. Yields the product Cc1cc(-c2nnn(C)n2)cc(C)c1OCCCBr. Reaction SMILES: [CH2:52]1[O:53][CH2:54][CH2:55][CH2:56]1.[CH3:6][n:7]1[n:8][c:9](-[c:12]2[cH:13][c:14]([CH3:20])[c:15]([OH:19])[c:16]([CH3:18])[cH:17]2)[n:10][n:11]1.[O:21]=[C:22]([O:23][CH2:24][CH3:25])[N:26]=[N:27][C:28]([O:29][CH2:30][CH3:31])=[O:32].[OH2:57].[OH:1][CH2:2][CH2:3][CH2:4][Br:5].[c:33]1([P:34]([c:35]2[cH:36][cH:37][cH:38][cH:39][cH:40]2)[c:41]2[cH:42][cH:43][cH:44][cH:45][cH:46]2)[cH:47][cH:48][cH:49][cH:50][cH:51]1>>[O:1]([CH2:2][CH2:3][CH2:4][Br:5])[c:15]1[c:14]([CH3:20])[cH:13][c:12](-[c:9]2[n:8][n:7]([CH3:6])[n:11][n:10]2)[cH:17][c:16]1[CH3:18].